Dataset: the Open Reaction Database (ORD), a public repository of structured organic reaction records. Task: describe an organic reaction: reactants, conditions, products, and yield The reactants are C(CCC)[Li] (n-butyllithium), C=C=CC (1,2-butadiene). Yields the product C=CC=C.C=CC1=CC=CC=C1 (Butadiene styrene). As a reaction SMILES: [CH2:1]([Li])[CH2:2][CH2:3][CH3:4].[CH2:6]=[C:7]=[CH:8][CH3:9]>>[CH2:1]=[CH:2][CH:3]=[CH2:4].[CH2:4]=[CH:3][C:2]1[CH:1]=[CH:9][CH:8]=[CH:7][CH:6]=1 |f:2.3|. Procedure: 75/25 Butadiene/styrene random copolymer was polymerized continuously using multichelic initiator in a reactor train consisting of two 3/8" diameter by 11" long Kenics static mixers as the scavenging reactor means, followed by a 5 gallon capacity stirred polymerization reactor. Fast poisons in the monomer, diluent, randomizer, and gel inhibitor were inactivated by adding to the feedstream in the scavenging reactors 0.02 phm n-butyllithium. This scavenging treatment allowed an increase in the 1,2... The reactants are O[C@H]1CCCC2=C(C=CC=C12)O[Si](C1=CC=CC=C1)(C1=CC=CC=C1)C(C)(C)C ((1S)-1-hydroxy-5-t-butyldiphenylsilyloxy-1,2,3,4-tetrahydronaphthalene), P(OC1=CC=CC=C1)(OC1=CC=CC=C1)(=O)N=[N+]=[N-] (diphenyl phosphorazidate), C1CCC2=NCCCN2CC1 (1,8-diazabicyclo[5.4.0]-7-undecene). Run in C1(=CC=CC=C1)C (toluene). Run at temperature 0 celsius, time 2 hour. Product: N(=[N+]=[N-])[C@@H]1CCCC2=C(C=CC=C12)O[Si](C1=CC=CC=C1)(C1=CC=CC=C1)C(C)(C)C ((1R)-1-azido-5-t-butyldiphenylsilyloxy-1,2,3,4-tetrahydronaphthalene). As a reaction SMILES: O[C@@H:2]1[C:11]2[C:6](=[C:7]([O:12][Si:13]([C:26]([CH3:29])([CH3:28])[CH3:27])([C:20]3[CH:25]=[CH:24][CH:23]=[CH:22][CH:21]=3)[C:14]3[CH:19]=[CH:18][CH:17]=[CH:16][CH:15]=3)[CH:8]=[CH:9][CH:10]=2)[CH2:5][CH2:4][CH2:3]1.P([N:46]=[N+:47]=[N-:48])(=O)(OC1C=CC=CC=1)OC1C=CC=CC=1.C1CCN2C(=NCCC2)CC1>C1(C)C=CC=CC=1>[N:46]([C@H:2]1[C:11]2[C:6](=[C:7]([O:12][Si:13]([C:26]([CH3:29])([CH3:28])[CH3:27])([C:20]3[CH:25]=[CH:24][CH:23]=[CH:22][CH:21]=3)[C:14]3[CH:19]=[CH:18][CH:17]=[CH:16][CH:15]=3)[CH:8]=[CH:9][CH:10]=2)[CH2:5][CH2:4][CH2:3]1)=[N+:47]=[N-:48]. Procedure: A mixture of (1S)-1-hydroxy-5-t-butyldiphenylsilyloxy-1,2,3,4-tetrahydronaphthalene (1.0 g) and diphenyl phosphorazidate (0.65 ml) was dissolved in toluene (10 ml). The mixture was cooled to 0° C. under N2, and neat 1,8-diazabicyclo[5.4.0]-7-undecene (DBU) (0.45 ml) was added. The reaction mixture was stirred for 2 hours at 0° C. then at 20° C. for 16 hours. The resulting mixture was washed with water and 1N-HCl. The organic layer was concentrated in vacuo and purified by silica gel chromatograp... Reaction SMILES: [C:3]([c:4]1[cH:5][cH:6][cH:7][cH:8][cH:9]1)([c:10]1[cH:11][cH:12][cH:13][cH:14][cH:15]1)([c:16]1[cH:17][cH:18][cH:19][cH:20][cH:21]1)[n:22]1[n:23][n:24][c:25]([CH2:27][CH2:28][CH2:29][CH2:30][c:31]2[cH:32][cH:33][c:34]([OH:37])[cH:35][cH:36]2)[cH:26]1.[CH3:60][N:61]([CH3:62])[CH:63]=[O:64].[Cl:38][CH2:39][c:40]1[n:41][c:42]([CH:45]=[CH:46][c:47]2[cH:48][cH:49][c:50]([S:53]([F:54])([F:55])([F:56])([F:57])[F:58])[cH:51][cH:52]2)[o:43][cH:44]1.[H-:1].[Na+:2].[OH2:59]>>[C:3]([c:4]1[cH:5][cH:6][cH:7][cH:8][cH:9]1)([c:10]1[cH:11][cH:12][cH:13][cH:14][cH:15]1)([c:16]1[cH:17][cH:18][cH:19][cH:20][cH:21]1)[n:22]1[n:23][n:24][c:25]([CH2:27][CH2:28][CH2:29][CH2:30][c:31]2[cH:32][cH:33][c:34]([O:37][CH2:39][c:40]3[n:41][c:42]([CH:45]=[CH:46][c:47]4[cH:48][cH:49][c:50]([S:53]([F:54])([F:55])([F:56])([F:57])[F:58])[cH:51][cH:52]4)[o:43][cH:44]3)[cH:35][cH:36]2)[cH:26]1. Yields the product FS(F)(F)(F)(F)c1ccc(C=Cc2nc(COc3ccc(CCCCc4cn(C(c5ccccc5)(c5ccccc5)c5ccccc5)nn4)cc3)co2)cc1. Starting materials: Oc1ccc(CCCCc2cn(C(c3ccccc3)(c3ccccc3)c3ccccc3)nn2)cc1, CN(C)C=O, FS(F)(F)(F)(F)c1ccc(C=Cc2nc(CCl)co2)cc1, [H-], [Na+], O. Starting materials: CCCC(F)(F)P(=O)(OCC)C(C)(OCC)OCC, CCO, C[Si](C)(C)Cl, C1CCOC1. Product: CCCC(F)(F)P(O)OCC. RXN SMILES: [CH2:1]([O:2][C:3]([O:4][CH2:5][CH3:6])([CH3:7])[P:9]([O:10][CH2:11][CH3:12])(=[O:13])[C:14]([CH2:15][CH2:16][CH3:17])([F:18])[F:19])[CH3:8].[CH3:20][CH2:21][OH:22].[CH3:23][Si:24]([CH3:25])([CH3:26])[Cl:27].[O:28]1[CH2:29][CH2:30][CH2:31][CH2:32]1>>[P:9]([O:10][CH2:11][CH3:12])([OH:13])[C:14]([CH2:15][CH2:16][CH3:17])([F:18])[F:19]. Reactants: O (water), OC1C(=O)OCC1 (α-hydroxybutyrolactone), CS(=O)(=O)OCCCCCCCC\C=C/C\C=C/CCCCC (linoleyl methane sulfonate), C([O-])([O-])=O.[Cs+].[Cs+] (cesium carbonate). The solvent is CN(C)C=O (DMF). Conditions: temperature 80 celsius, time 8 hour. Product: C(CCCCCCC\C=C/C\C=C/CCCCC)OC1C(OCC1)=O (3-((9Z,12Z)-octadeca-9,12-dienyloxy)dihydrofuran-2(3H)-one). Yield: 63.6%. RXN SMILES: [OH:1][CH:2]1[CH2:7][CH2:6][O:5][C:3]1=[O:4].CS(O[CH2:13][CH2:14][CH2:15][CH2:16][CH2:17][CH2:18][CH2:19][CH2:20]/[CH:21]=[CH:22]\[CH2:23]/[CH:24]=[CH:25]\[CH2:26][CH2:27][CH2:28][CH2:29][CH3:30])(=O)=O.C(=O)([O-])[O-].[Cs+].[Cs+].O>CN(C=O)C>[CH2:13]([O:1][CH:2]1[CH2:7][CH2:6][O:5][C:3]1=[O:4])[CH2:14][CH2:15][CH2:16][CH2:17][CH2:18][CH2:19][CH2:20]/[CH:21]=[CH:22]\[CH2:23]/[CH:24]=[CH:25]\[CH2:26][CH2:27][CH2:28][CH2:29][CH3:30] |f:2.3.4|. Procedure: To a solution of α-hydroxybutyrolactone (2.0 g, 19.6 mmol) and linoleyl methane sulfonate (5.4 g, 15.7 mmol) in anhydrous DMF (60 mL), was added cesium carbonate (8.0 g, 24.5 mmol). The solution was stirred overnight under nitrogen at 80° C. Upon completion, the reaction was poured into water (100 mL) and extracted with ethyl acetate (3×100 mL). The combined ethyl acetate extracts were washed with brine (3×50 mL), dried on magnesium sulfate, filtered and concentrated in vacuo to dryness. The res... Starting materials: CS(=O)(=O)C1=NC(=C(C(=N1)OC=1C=NC=CC1)C1=CC=C(C=C1)Cl)C1=C(C=C(C=C1)Cl)Cl (2-methylsulfonyl-4-(3-pyridyloxy)-5-(4-chlorophenyl)-6-(2,4-dichlorophenyl)pyrimidine), C(CCC)[Li] (n-butyl lithium), C(CCCC)O (n-pentanol). The product is C(CCCC)OC1=NC(=C(C(=N1)OC=1C=NC=CC1)C1=CC=C(C=C1)Cl)C1=C(C=C(C=C1)Cl)Cl (2-(n-Pentyloxy)-4-(3-pyridyloxy)-5-(4-chlorophenyl)-6-(2,4-dichlorophenyl)pyrimidine). RXN SMILES: CS([C:5]1[N:10]=[C:9]([O:11][C:12]2[CH:13]=[N:14][CH:15]=[CH:16][CH:17]=2)[C:8]([C:18]2[CH:23]=[CH:22][C:21]([Cl:24])=[CH:20][CH:19]=2)=[C:7]([C:25]2[CH:30]=[CH:29][C:28]([Cl:31])=[CH:27][C:26]=2[Cl:32])[N:6]=1)(=O)=O.C([Li])CCC.[CH2:38]([OH:43])[CH2:39][CH2:40][CH2:41][CH3:42]>>[CH2:38]([O:43][C:5]1[N:10]=[C:9]([O:11][C:12]2[CH:13]=[N:14][CH:15]=[CH:16][CH:17]=2)[C:8]([C:18]2[CH:23]=[CH:22][C:21]([Cl:24])=[CH:20][CH:19]=2)=[C:7]([C:25]2[CH:30]=[CH:29][C:28]([Cl:31])=[CH:27][C:26]=2[Cl:32])[N:6]=1)[CH2:39][CH2:40][CH2:41][CH3:42]. Reported procedure: 2-Methylsulfonyl-4-(3-pyridyloxy)-5-(4-chlorophenyl)-6-(2,4-dichlorophenyl)pyrimidine from Example 86 (30 mg, 0.06 mmol) was reacted with 2 equivalents each of n-butyl lithium and n-pentanol by the procedure described in Reference Examples 6 and 7 to afford the title compound: HPLC/MS: m/e=514 (M++1); Rt'4.48 min. 1H-NMR 400 MHz (CDCl3): δ 0.89-0.91 (t, 3H), 1.26-1.40 (m, 4H), 1.69-1.76 (m, 2H), 4.19-4.22 (t, 2H), 7.15-7.28 (m, 6H), 7.35 (d, J=2 Hz, 1H), 7.40-7.43 (m, 1H), 7.58-7.61 (m, 1H), 8.5... Yields the product COC(=O)c1cccc2ccn(Cc3ccc(C#N)cc3)c12. Reactants: N#Cc1ccc(CBr)cc1, CC(C)(C)[O-], [K+], CN(C)C=O, O, COC(=O)c1cccc2cc[nH]c12. RXN SMILES: [Br:25][CH2:26][c:27]1[cH:28][cH:29][c:30]([C:31]#[N:32])[cH:33][cH:34]1.[CH3:19][C:20]([CH3:21])([O-:22])[CH3:23].[K+:24].[O:14]=[CH:15][N:16]([CH3:17])[CH3:18].[OH2:35].[nH:1]1[cH:2][cH:3][c:4]2[cH:5][cH:6][cH:7][c:8]([C:10](=[O:11])[O:12][CH3:13])[c:9]12>>[n:1]1([CH2:26][c:27]2[cH:28][cH:29][c:30]([C:31]#[N:32])[cH:33][cH:34]2)[cH:2][cH:3][c:4]2[cH:5][cH:6][cH:7][c:8]([C:10](=[O:11])[O:12][CH3:13])[c:9]12. Starting materials: 457.6, N1C=NC=C1 (1H-imidazole), ClC(Cl)Cl (trichloromethane), 320, ClCC(=O)C1=C(C=C(C=C1)F)F (2-chloro-1-(2,4-difluorophenyl)ethanone), ClC(Cl)Cl (trichloromethane). Product: 244, FC1=C(C=CC(=C1)F)C(CN1C=NC=C1)=O (1-(2,4-difluorophenyl)-2-(1H-imidazol-1-yl)ethanone). Reported procedure: To a refluxing and stirred solution of 457.6 parts of 1H-imidazole in 2400 parts of trichloromethane was added dropwise a solution of 320 parts of 2-chloro-1-(2,4-difluorophenyl)ethanone in 1440 parts of trichloromethane. After stirring for 1/2 hour at reflux temperature, the reaction mixture was poured into water. The organic layer was washed with water (2x), dried, filtered and evaporated. The residue was crystallized from 2-propanol, yielding 244 parts (69%) of 1-(2,4-difluorophenyl)-2-(1H-im... The solvent is O (water). Conditions: time 0.5 hour. Isolated yield 69.0%. RXN SMILES: [NH:1]1[CH:5]=[CH:4][N:3]=[CH:2]1.ClC(Cl)Cl.Cl[CH2:11][C:12]([C:14]1[CH:19]=[CH:18][C:17]([F:20])=[CH:16][C:15]=1[F:21])=[O:13]>O>[F:21][C:15]1[CH:16]=[C:17]([F:20])[CH:18]=[CH:19][C:14]=1[C:12](=[O:13])[CH2:11][N:1]1[CH:5]=[CH:4][N:3]=[CH:2]1. The reactants are CCOc1nc(-c2cccc(OCc3ccccc3)c2)c2c(Cl)nccn12, N. The product is CCOc1nc(-c2cccc(OCc3ccccc3)c2)c2c(N)nccn12. As a reaction SMILES: [CH2:1]([c:2]1[cH:3][cH:4][cH:5][cH:6][cH:7]1)[O:8][c:9]1[cH:10][c:11](-[c:15]2[n:16][c:17]([O:25][CH2:26][CH3:27])[n:18]3[c:19]2[c:20]([Cl:24])[n:21][cH:22][cH:23]3)[cH:12][cH:13][cH:14]1.[NH3:28]>>[CH2:1]([c:2]1[cH:3][cH:4][cH:5][cH:6][cH:7]1)[O:8][c:9]1[cH:10][c:11](-[c:15]2[n:16][c:17]([O:25][CH2:26][CH3:27])[n:18]3[c:19]2[c:20]([NH2:28])[n:21][cH:22][cH:23]3)[cH:12][cH:13][cH:14]1.